This data is from the Open Reaction Database (ORD), a public repository of structured organic reaction records. The task is: describe an organic reaction: reactants, conditions, products, and yield Reactants: CS(=O)(=O)Cl, ClCCl, Nc1ccc2c(c1)CC(=O)N2. Product: CS(=O)(=O)Nc1ccc2c(c1)CC(=O)N2. Reaction SMILES: [CH3:12][S:13]([Cl:14])(=[O:15])=[O:16].[Cl:17][CH2:18][Cl:19].[NH2:1][c:2]1[cH:3][c:4]2[c:8]([cH:9][cH:10]1)[NH:7][C:6](=[O:11])[CH2:5]2>>[NH:1]([c:2]1[cH:3][c:4]2[c:8]([cH:9][cH:10]1)[NH:7][C:6](=[O:11])[CH2:5]2)[S:13]([CH3:12])(=[O:15])=[O:16].